This data is from the Open Reaction Database (ORD), a public repository of structured organic reaction records. The task is: describe an organic reaction: reactants, conditions, products, and yield The reactants are OC1(CCNCC1)C1=CC=CC=C1 (4-hydroxy-4-phenylpiperidine), C(C1=CC=CC=C1)OC(=O)NCCCBr (N-benzyloxycarbonyl-3-bromopropylamine), C([O-])([O-])=O.[K+].[K+] (potassium carbonate). The solvent is CC(=O)C (acetone). Product: C(C1=CC=CC=C1)OC(=O)NCCCN1CCC(CC1)(C1=CC=CC=C1)O (N-Benzyloxycarbonyl-3-(4-hydroxy-4-phenylpiperidin-1-yl)propylamine). Reaction SMILES: [OH:1][C:2]1([C:8]2[CH:13]=[CH:12][CH:11]=[CH:10][CH:9]=2)[CH2:7][CH2:6][NH:5][CH2:4][CH2:3]1.[CH2:14]([O:21][C:22]([NH:24][CH2:25][CH2:26][CH2:27]Br)=[O:23])[C:15]1[CH:20]=[CH:19][CH:18]=[CH:17][CH:16]=1.C(=O)([O-])[O-].[K+].[K+]>CC(C)=O>[CH2:14]([O:21][C:22]([NH:24][CH2:25][CH2:26][CH2:27][N:5]1[CH2:6][CH2:7][C:2]([OH:1])([C:8]2[CH:13]=[CH:12][CH:11]=[CH:10][CH:9]=2)[CH2:3][CH2:4]1)=[O:23])[C:15]1[CH:20]=[CH:19][CH:18]=[CH:17][CH:16]=1 |f:2.3.4|. Reported procedure: A mixture of 4-hydroxy-4-phenylpiperidine (5 g, 0.0282 mol), N-benzyloxycarbonyl-3-bromopropylamine (8.445 g, 0.031 mol), and potassium carbonate (7.795 g, 0.0564 mole) in acetone (200 mL) was stirred and refluxed for 12 hours. Acetone was evaporated at reduced pressure, the residue was treated with ice-cold water (400 mL) and extracted with CH2Cl2 (4×120 mL). Solvent was evaporated from the combined dried (sodium sulfate) extracts and the residue was found to be almost pure desired product (9.5...